This data is from the Open Reaction Database (ORD), a public repository of structured organic reaction records. The task is: describe an organic reaction: reactants, conditions, products, and yield The reactants are [Br-], CON(C)C(=O)c1nc(C(C)(C)C)c(O)c(C(C)(C)C)n1, C[Si](C)(C)C#CCCC[Mg+], C1CCOC1. The product is CC(C)(C)c1nc(C(=O)CCCC#C[Si](C)(C)C)nc(C(C)(C)C)c1O. RXN SMILES: [Br-:22].[CH3:1][C:2]([CH3:3])([CH3:4])[c:5]1[n:6][c:7]([C:16](=[O:17])[N:18]([O:19][CH3:20])[CH3:21])[n:8][c:9]([C:12]([CH3:13])([CH3:14])[CH3:15])[c:10]1[OH:11].[CH3:23][Si:24]([C:25]#[C:26][CH2:27][CH2:28][CH2:29][Mg+:30])([CH3:31])[CH3:32].[O:33]1[CH2:34][CH2:35][CH2:36][CH2:37]1>>[CH3:1][C:2]([CH3:3])([CH3:4])[c:5]1[n:6][c:7]([C:16](=[O:17])[CH2:29][CH2:28][CH2:27][C:26]#[C:25][Si:24]([CH3:23])([CH3:31])[CH3:32])[n:8][c:9]([C:12]([CH3:13])([CH3:14])[CH3:15])[c:10]1[OH:11]. Starting materials: aqueous solution, [OH-].[Na+] (sodium hydroxide), COC(C(C(=O)OC)CC1=CC=C(C=C1)OCCN1C2=CC=CC=C2OC=2C=CC=CC12)=O (2-{4-(2-phenoxazine-10-yl-ethoxy)-benzyl]-malonic acid dimethyl ester). Solvent: CO (methanol), O1CCCC1 (tetrahydrofuran). Conditions: time 64 hour. The product is C1=CC=CC=2OC3=CC=CC=C3N(C12)CCOC1=CC=C(CC(C(=O)O)C(=O)O)C=C1 (2-[4-(2-Phenoxazine-10-yl-ethoxy)-benzyl]-malonic acid). Yield: 75.5%. As a reaction SMILES: [OH-].[Na+].C[O:4][C:5](=[O:35])[CH:6]([CH2:11][C:12]1[CH:17]=[CH:16][C:15]([O:18][CH2:19][CH2:20][N:21]2[C:34]3[CH:33]=[CH:32][CH:31]=[CH:30][C:29]=3[O:28][C:27]3[C:22]2=[CH:23][CH:24]=[CH:25][CH:26]=3)=[CH:14][CH:13]=1)[C:7]([O:9]C)=[O:8]>CO.O1CCCC1>[CH:23]1[C:22]2[N:21]([CH2:20][CH2:19][O:18][C:15]3[CH:14]=[CH:13][C:12]([CH2:11][CH:6]([C:7]([OH:9])=[O:8])[C:5]([OH:35])=[O:4])=[CH:17][CH:16]=3)[C:34]3[C:29](=[CH:30][CH:31]=[CH:32][CH:33]=3)[O:28][C:27]=2[CH:26]=[CH:25][CH:24]=1 |f:0.1|. Procedure: A 1 N aqueous solution of sodium hydroxide (3 mL) was added to a solution of 2-{4-(2-phenoxazine-10-yl-ethoxy)-benzyl]-malonic acid dimethyl ester (150 mg, 0.3 mmol) in a mixture of methanol (3 mL) and tetrahydrofuran (3 mL). The mixture was stirred for 64 h at room temperature. The title compound (95 mg, 72%) was isolated by filtration and washed with a mixture of MeOH/THF: mp 303-307° C.; 1H NMR (300 MHz, D2O): δ2.96 (d, 2H), 3.35 (t, 1H), 3.75-3.95 (bs, 2H), 4.18 (m, 2H), 6.55-6.90 (m, 10H), ... The reactants are C(=C)OC(=O)N1CCC(CC1)\C=C\C1=C(C=CC=C1)F (1-(vinyloxycarbonyl)-4-[(E)-2-(2-fluorophenyl)-1-ethenyl]piperidine), Cl.CO (hydrogen chloride methanol). Conditions: time 15 minute. Yields the product FC1=C(C=CC=C1)/C=C/C1CCNCC1 (4-[(E)-2-(2-fluorophenyl)-1-ethenyl]piperidine). The yield is 97.9%. RXN SMILES: C(OC([N:6]1[CH2:11][CH2:10][CH:9](/[CH:12]=[CH:13]/[C:14]2[CH:19]=[CH:18][CH:17]=[CH:16][C:15]=2[F:20])[CH2:8][CH2:7]1)=O)=C.Cl.CO>>[F:20][C:15]1[CH:16]=[CH:17][CH:18]=[CH:19][C:14]=1/[CH:13]=[CH:12]/[CH:9]1[CH2:8][CH2:7][NH:6][CH2:11][CH2:10]1 |f:1.2|. Procedure details: 904 mg of 1-(vinyloxycarbonyl)-4-[(E)-2-(2-fluorophenyl)-1-ethenyl]piperidine was suspended in 5 ml of a 10% hydrogen chloride-methanol solution. After stirring for 15 minutes at room temperature, the mixture was heated at 70° C. for one hour. The solvent was evaporated, and water and ethyl acetate were added to the residue, to separate the aqueous layer. The aqueous layer was basified with a diluted ammonia, and extracted with ethyl acetate. The organic layer was washed with water and brine, an... Reactants: [N+](=O)([O-])C1=CC=C(C=C1)N1C(C2=CC=CC=C2C2=C1N1C(=N2)C=CC(=C1)OCC(=O)OCC)=O (ethyl 2-[[5,6-dihydro-6-(4-nitrophenyl)-5-oxo-pyrido[2′,1′:2,3]imidazo[4,5-c]isoquinolin-9-yl]oxy]-acetate), CN (methylamine). Run in C(C)O (ethanol). Reaction conditions: temperature 70 celsius. The product is CNC(COC=1C=CC2=NC3=C(N(C(C4=CC=CC=C34)=O)C3=CC=C(C=C3)[N+](=O)[O-])N2C1)=O (N-methyl-2-[[5,6-dihydro-6-(4-nitrophenyl)-5-oxo-pyrido[2′,1′:2,3]imidazo-[4,5-c]isoquinolin-9-yl]oxy]-acetamide). Yield: 58.0%. Reaction SMILES: [N+:1]([C:4]1[CH:9]=[CH:8][C:7]([N:10]2[C:19]3[N:20]4[CH:26]=[C:25]([O:27][CH2:28][C:29](OCC)=[O:30])[CH:24]=[CH:23][C:21]4=[N:22][C:18]=3[C:17]3[C:12](=[CH:13][CH:14]=[CH:15][CH:16]=3)[C:11]2=[O:34])=[CH:6][CH:5]=1)([O-:3])=[O:2].[CH3:35][NH2:36]>C(O)C>[CH3:35][NH:36][C:29](=[O:30])[CH2:28][O:27][C:25]1[CH:24]=[CH:23][C:21]2[N:20]([CH:26]=1)[C:19]1[N:10]([C:7]3[CH:8]=[CH:9][C:4]([N+:1]([O-:3])=[O:2])=[CH:5][CH:6]=3)[C:11](=[O:34])[C:12]3[C:17]([C:18]=1[N:22]=2)=[CH:16][CH:15]=[CH:14][CH:13]=3. Procedure: A mixture of compound 13 (1.0 equiv., 0.22 mmol, 0.100 g) and methylamine (40% in water, 6 ml) in ethanol (8 ml) was heated at 70° C. for 4 h. After cooling, the reaction product was filtered off and washed with isopropanol and isopropylether successively to give N-methyl-2-[[5,6-dihydro-6-(4-nitrophenyl)-5-oxo-pyrido[2′,1′:2,3]imidazo-[4,5-c]isoquinolin-9-yl]oxy]-acetamide (15) (0.057 g, yield=58%, purity (LC)=98%) as a light yellow powder.